Dataset: the Open Reaction Database (ORD), a public repository of structured organic reaction records. Task: describe an organic reaction: reactants, conditions, products, and yield Starting materials: C(C)(C)(C)OC(=O)N1C[C@@H](C[C@@H](C1)NCCN1C(C2=CC=CC=C2C1=O)=O)C(N(CC1=CN(C2=CC=CC=C12)CCCOC)C1CC1)=O ((3R*,5S*)-3-{Cyclopropyl-[1-(3-methoxy-propyl)-1H-indol-3-ylmethyl]-carbamoyl}-5-[2-(1,3-dioxo-1,3-dihydro-isoindol-2-yl)-ethylamino]-piperidine-1-carboxylic acid tert-butyl ester), O.NN (hydrazine monohydrate). Solvent: CCO (EtOH). Reaction conditions: temperature 60 celsius, time 6 hour. The product is C(C)(C)(C)OC(=O)N1C[C@H](C[C@H](C1)C(N(CC1=CN(C2=CC=CC=C12)CCCOC)C1CC1)=O)NCCN ((3S*,5R*)-3-(2-Amino-ethylamino)-5-{cyclopropyl-[1-(3-methoxy-propyl)-1H-indol-3-ylmethyl]-carbamoyl}-piperidine-1-carboxylic acid tert-butyl ester). Reaction SMILES: [C:1]([O:5][C:6]([N:8]1[CH2:13][C@@H:12]([NH:14][CH2:15][CH2:16][N:17]2C(=O)C3C(=CC=CC=3)C2=O)[CH2:11][C@@H:10]([C:28](=[O:48])[N:29]([CH:45]2[CH2:47][CH2:46]2)[CH2:30][C:31]2[C:39]3[C:34](=[CH:35][CH:36]=[CH:37][CH:38]=3)[N:33]([CH2:40][CH2:41][CH2:42][O:43][CH3:44])[CH:32]=2)[CH2:9]1)=[O:7])([CH3:4])([CH3:3])[CH3:2].O.NN>CCO>[C:1]([O:5][C:6]([N:8]1[CH2:9][C@H:10]([C:28](=[O:48])[N:29]([CH:45]2[CH2:47][CH2:46]2)[CH2:30][C:31]2[C:39]3[C:34](=[CH:35][CH:36]=[CH:37][CH:38]=3)[N:33]([CH2:40][CH2:41][CH2:42][O:43][CH3:44])[CH:32]=2)[CH2:11][C@H:12]([NH:14][CH2:15][CH2:16][NH2:17])[CH2:13]1)=[O:7])([CH3:2])([CH3:4])[CH3:3] |f:1.2|. Procedure: A mixture of (3R*,5S*)-3-{Cyclopropyl-[1-(3-methoxy-propyl)-1H-indol-3-ylmethyl]-carbamoyl}-5-[2-(1,3-dioxo-1,3-dihydro-isoindol-2-yl)-ethylamino]-piperidine-1-carboxylic acid tert-butyl ester (160 mg, 0.24 mmol) and hydrazine monohydrate (18 uL, 0.37 mmol) in EtOH is stirred at 60° C. After 6 h, the reaction mixture is cooled down to room temperature. The solution is filtered through celite pad and the solvent is evaporated in vacuo to afford the title compound as yellow material. MS: 528 [M+H]... Reactants: O.[OH-].[Li+] (Lithium hydroxide-hydrate), CC[C@@H]1CN2CC[C@@H]1C[C@@H]2[C@@H](C3=C4C=C(C=CC4=NC=C3)OC)OC5=NN=C(C6=CC=CC=C65)O[C@@H]([C@H]7C[C@@H]8CCN7C[C@@H]8CC)C9=C1C=C(C=CC1=NC=C9)OC ((DHQ)2PHAL), C(C)(=O)N (Acetamide), C(C=CC1=CC=CC=C1)(=O)OC(C)C (isopropyl cinnamate), BrNC(C)=O (N-bromoacetamide). The reagents and catalysts are [Os](=O)(=O)(=O)=O (osmium tetroxide). The solvent is O (water), C(C)(C)(C)O (t-butanol), O (Water). Reaction conditions: time 10 minute. Yields the product C(C)(=O)N[C@H]([C@H](C(=O)OC(C)C)O)C1=CC=CC=C1 (Isopropyl (2R,3S)-3-(acetylamino)-2-hydroxy-3-phenylpropanoate). Reaction SMILES: O.[OH-].[Li+].CC[C@H]1[C@H]2C[C@H]([C@H](OC3C4C(=CC=CC=4)C(O[C@H](C4C=CN=C5C=4C=C(OC)C=C5)[C@@H]4N5C[C@H](CC)[C@@H](CC5)C4)=NN=3)C3C=CN=C4C=3C=C([O:25]C)C=C4)N(CC2)C1.[C:62]([NH2:65])(=[O:64])[CH3:63].[C:66]([O:76][CH:77]([CH3:79])[CH3:78])(=[O:75])[CH:67]=[CH:68][C:69]1[CH:74]=[CH:73][CH:72]=[CH:71][CH:70]=1.BrNC(=O)C>O.[Os](=O)(=O)(=O)=O.C(O)(C)(C)C>[C:62]([NH:65][C@@H:68]([C:69]1[CH:70]=[CH:71][CH:72]=[CH:73][CH:74]=1)[C@@H:67]([OH:25])[C:66]([O:76][CH:77]([CH3:79])[CH3:78])=[O:75])(=[O:64])[CH3:63] |f:0.1.2|. Reported procedure: Lithium hydroxide-hydrate (236 mg, 5.63 mmol) and osmium tetroxide (53 mg, 0.210 mmol) are dissolved in a minimal amount of water. To this is added t-butanol (8 ml) and (DHQ)2PHAL (205 mg, 0.263 mmol) and the reaction mixture is stirred for 10 minutes. Water (12 mil) is added and the reaction mixture is cooled in an ice bath to less than 4°. Acetamide (311 mg, 5.26 mmol), isopropyl cinnamate (I, 1.00 g, 5.26 mmol), and N-bromoacetamide (795 mg, 5.63 mmol) respectively are added to the reaction m...